This data is from the Open Reaction Database (ORD), a public repository of structured organic reaction records. The task is: describe an organic reaction: reactants, conditions, products, and yield Starting materials: ClC1=CC=NC2=CC=C(C=C12)Cl (4,6-Dichloroquinoline), C(C)(C)(C)OC(=O)N1CCNCC1 (1-tert-butoxycarbonylpiperazine), FC(C(=O)O)(F)F (trifluoroacetic acid). The solvent is C(Cl)Cl (CH2Cl2). The product is ClC=1C=C2C(=CC=NC2=CC1)N1CCNCC1 (6-Chloro-4-(piperazin-1-yl)quinoline). The yield is 59.4%. Reaction SMILES: Cl[C:2]1[C:11]2[C:6](=[CH:7][CH:8]=[C:9]([Cl:12])[CH:10]=2)[N:5]=[CH:4][CH:3]=1.C(OC([N:20]1[CH2:25][CH2:24][NH:23][CH2:22][CH2:21]1)=O)(C)(C)C.FC(F)(F)C(O)=O>C(Cl)Cl>[Cl:12][C:9]1[CH:10]=[C:11]2[C:6](=[CH:7][CH:8]=1)[N:5]=[CH:4][CH:3]=[C:2]2[N:20]1[CH2:25][CH2:24][NH:23][CH2:22][CH2:21]1. Procedure details: 4,6-Dichloroquinoline (De, D., Byers L. D., Krogstad, D. J. J. Heterocyclic Chem. 1997, 34, 315) (0.34 g, 1.7 mmol) and 1-tert-butoxycarbonylpiperazine (1.58 g, 8.5 mmol) are reacted according to method A. The Boc group is cleaved with trifluoroacetic acid (5 mL) in CH2Cl2 (5 mL) giving 0.25 g of the product. Reactants: ClC1=NSC(=N1)N1CCC(CC1)N(C(C1=CC=C(C=C1)C1=CN=CO1)=O)C1CC1 (N-[1-(3-chloro-[1,2,4]thiadiazol-5-yl)-piperidin-4-yl]-N-cyclopropyl-4-oxazol-5-yl-benzamide), C(C)(C)N (isopropylamine). Solvent: CN1C(CCC1)=O (N-methyl-2-pyrrolidinon). Reaction conditions: temperature 120 celsius, time 2 day. The product is C1(CC1)N(C(C1=CC=C(C=C1)C1=CN=CO1)=O)C1CCN(CC1)C1=NC(=NS1)NC(C)C (N-Cyclopropyl-N-[1-(3-isopropylamino-[1,2,4]thiadiazol-5-yl)-piperidin-4-yl]-4-oxazol-5-yl-benzamide). Reaction SMILES: Cl[C:2]1[N:6]=[C:5]([N:7]2[CH2:12][CH2:11][CH:10]([N:13]([CH:27]3[CH2:29][CH2:28]3)[C:14](=[O:26])[C:15]3[CH:20]=[CH:19][C:18]([C:21]4[O:25][CH:24]=[N:23][CH:22]=4)=[CH:17][CH:16]=3)[CH2:9][CH2:8]2)[S:4][N:3]=1.[CH:30]([NH2:33])([CH3:32])[CH3:31]>CN1CCCC1=O>[CH:27]1([N:13]([CH:10]2[CH2:11][CH2:12][N:7]([C:5]3[S:4][N:3]=[C:2]([NH:33][CH:30]([CH3:32])[CH3:31])[N:6]=3)[CH2:8][CH2:9]2)[C:14](=[O:26])[C:15]2[CH:20]=[CH:19][C:18]([C:21]3[O:25][CH:24]=[N:23][CH:22]=3)=[CH:17][CH:16]=2)[CH2:29][CH2:28]1. Reported procedure: A mixture of N-[1-(3-chloro-[1,2,4]thiadiazol-5-yl)-piperidin-4-yl]-N-cyclopropyl-4-oxazol-5-yl-benzamide (43 mg) and isopropylamine (0.50 mL) in N-methyl-2-pyrrolidinon (1.50 mL) is stirred at 120° C. for two days. The mixture is concentrated in vacuo and the residue is purified by HPLC on reversed phase (MeOH/H2O/NH4OH). LC (method 5): tR=1.95 min; Mass spectrum (ESI+): m/z=453 [M+H]+. The reactants are C1C2(CC3=CC=CC=C13)CCC(CC2)=O (spiro(cyclohexane-1,2'-indan)-4-one), [BH4-].[Na+] (sodium borohydride). Run in C(C)O (ethanol). Product: C1C2(CC3=CC=CC=C13)CCC(CC2)O (spiro(cyclohexane-1,2'-indan)-4-ol). RXN SMILES: [CH2:1]1[C:9]2[C:4](=[CH:5][CH:6]=[CH:7][CH:8]=2)[CH2:3][C:2]21[CH2:14][CH2:13][C:12](=[O:15])[CH2:11][CH2:10]2.[BH4-].[Na+]>C(O)C>[CH2:1]1[C:9]2[C:4](=[CH:5][CH:6]=[CH:7][CH:8]=2)[CH2:3][C:2]21[CH2:10][CH2:11][CH:12]([OH:15])[CH2:13][CH2:14]2 |f:1.2|. Procedure details: 11'. A spiro(cyclohexane-1,2'-indan)-4-one [11] obtained in step (10) has its 4-keto function reduced, e.g., by mixing said compound in ethanol with sodium borohydride at moderate (room) temperature for from about 3 to about 8 hours, to produce a corresponding spiro(cyclohexane-1,2'-indan)-4-ol [14]. Starting materials: CC(C)(C)c1nc(-c2cccc(N)c2F)c(-c2ccncn2)s1, CC(C)c1nc(-c2cccc(NS(=O)(=O)c3c(F)cccc3F)c2)c(-c2ccnc(Cl)n2)s1, O=S(=O)(Cl)c1cccc(F)c1. Yields the product CC(C)(C)c1nc(-c2cccc(NS(=O)(=O)c3cccc(F)c3)c2F)c(-c2ccncn2)s1. Reaction SMILES: [CH3:34][C:35]([CH3:36])([CH3:37])[c:38]1[s:39][c:40](-[c:51]2[n:52][cH:53][n:54][cH:55][cH:56]2)[c:41](-[c:43]2[c:44]([F:50])[c:45]([NH2:46])[cH:47][cH:48][cH:49]2)[n:42]1.[Cl:1][c:2]1[n:3][c:4](-[c:5]2[s:6][c:7]([CH:8]([CH3:9])[CH3:10])[n:11][c:12]2-[c:13]2[cH:14][c:15]([NH:16][S:17]([c:18]3[c:19]([F:20])[cH:21][cH:22][cH:23][c:24]3[F:25])(=[O:26])=[O:27])[cH:28][cH:29][cH:30]2)[cH:31][cH:32][n:33]1.[F:57][c:58]1[cH:59][c:60]([S:64](=[O:65])(=[O:66])[Cl:67])[cH:61][cH:62][cH:63]1>>[CH3:34][C:35]([CH3:36])([CH3:37])[c:38]1[s:39][c:40](-[c:51]2[n:52][cH:53][n:54][cH:55][cH:56]2)[c:41](-[c:43]2[c:44]([F:50])[c:45]([NH:46][S:64]([c:60]3[cH:59][c:58]([F:57])[cH:63][cH:62][cH:61]3)(=[O:65])=[O:66])[cH:47][cH:48][cH:49]2)[n:42]1. The reactants are C(C=C)OC(=O)N1[C@@H](C[C@@H](C1)SC1=C(N2C([C@@H]([C@H]2[C@H]1C)[C@@H](C)O)=O)C(=O)OCC=C)CN1C=NC=C1 (allyl (4R,5S,6S)-3-[(2S,4S)-1-allyloxycarbonyl-2-(imidazol-1-yl)methylpyrrolidin-4-yl]thio-6-[(1R)-1-hydroxyethyl]-4-methyl-7-oxo-1-azabicyclo[3.2.0]hept-2-ene-2-carboxylate), CI (methyl iodide). The solvent is CC(=O)C (acetone). Conditions: time 5 hour. Product: [I-].C(C=C)OC(=O)N1[C@@H](C[C@@H](C1)SC1=C(N2C([C@@H]([C@H]2[C@H]1C)[C@@H](C)O)=O)C(=O)OCC=C)C[N+]1=CN(C=C1)C (allyl (4R,5S,6S)-3-[(2S,4S)-1-allyloxycarbonyl-2-(3-methyl-1-imidazolio)methylpyrrolidin-4-yl]thio-6-[(1R)-1-hydroxyethyl]-4-methyl-7-oxo-1-azabicyclo[3.2.0]hept-2-ene-2-carboxylate iodide). As a reaction SMILES: [CH2:1]([O:4][C:5]([N:7]1[CH2:11][C@@H:10]([S:12][C:13]2[C@H:19]([CH3:20])[C@H:18]3[N:15]([C:16](=[O:24])[C@@H:17]3[C@H:21]([OH:23])[CH3:22])[C:14]=2[C:25]([O:27][CH2:28][CH:29]=[CH2:30])=[O:26])[CH2:9][C@H:8]1[CH2:31][N:32]1[CH:36]=[CH:35][N:34]=[CH:33]1)=[O:6])[CH:2]=[CH2:3].[CH3:37][I:38]>CC(C)=O>[I-:38].[CH2:1]([O:4][C:5]([N:7]1[CH2:11][C@@H:10]([S:12][C:13]2[C@H:19]([CH3:20])[C@H:18]3[N:15]([C:16](=[O:24])[C@@H:17]3[C@H:21]([OH:23])[CH3:22])[C:14]=2[C:25]([O:27][CH2:28][CH:29]=[CH2:30])=[O:26])[CH2:9][C@H:8]1[CH2:31][N+:32]1[CH:36]=[CH:35][N:34]([CH3:37])[CH:33]=1)=[O:6])[CH:2]=[CH2:3] |f:3.4|. Procedure: A mixture of allyl (4R,5S,6S)-3-[(2S,4S)-1-allyloxycarbonyl-2-(imidazol-1-yl)methylpyrrolidin-4-yl]thio-6-[(1R)-1-hydroxyethyl]-4-methyl-7-oxo-1-azabicyclo[3.2.0]hept-2-ene-2-carboxylate (15.4 g), methyl iodide (18.6 ml) and acetone (80 ml) was stirred at ambient temperature for 5 hours. The reaction mixture was evaporated in vacuo. The resulting residue was chromatographed on silica gel (75 g) eluting with a mixture of dichloromethane and methanol (9:1, V/V). The fractions containing the desire... Reported procedure: Substituting 17β,19-dihydroxy-1α,17α-dimethyl-4-androsten-3-one and 17β,19-dihydroxy-1α,6α-dimethyl-4-androsten-3-one for 17β,19-dihydroxy-1α-methyl-4-androsten-3-one above results in the formation of 1α,17α-dimethyl-4-androstene-3β,17β,19-triol and 1α,6α-dimethyl-4-androstene-3β,17β,19-triol, respectively. Reaction SMILES: [OH:1][C@H:2]1[CH2:7][CH2:6][C@H:5]2[C@H:8]3[C@H:19]([CH2:20][CH2:21][C@:3]12[CH3:4])[C@:16]1([CH2:17][OH:18])[C:11](=[CH:12][C:13](=[O:23])[CH2:14][C@@H:15]1[CH3:22])[C@@H:10]([CH3:24])[CH2:9]3.O[C@H]1CC[C@H]2[C@H]3[C@H](CC[C@]12C)[C@]1(CO)C(=CC(=O)C[C@@H]1C)CC3>>[CH3:22][C@@H:15]1[C@@:16]2([CH2:17][OH:18])[C:11]([C@@H:10]([CH3:24])[CH2:9][C@@H:8]3[C@@H:19]2[CH2:20][CH2:21][C@@:3]2([CH3:4])[C@H:5]3[CH2:6][CH2:7][C@@H:2]2[OH:1])=[CH:12][C@@H:13]([OH:23])[CH2:14]1. Reactants: O[C@@H]1[C@]2(C)[C@@H](CC1)[C@@H]1C[C@@H](C3=CC(C[C@@H]([C@]3(CO)[C@H]1CC2)C)=O)C (17β,19-dihydroxy-1α,6α-dimethyl-4-androsten-3-one), O[C@@H]1[C@]2(C)[C@@H](CC1)[C@@H]1CCC3=CC(C[C@@H]([C@]3(CO)[C@H]1CC2)C)=O (17β,19-dihydroxy-1α-methyl-4-androsten-3-one). The product is 1α,17α-dimethyl-4-androstene-3β,17β,19-triol, C[C@H]1C[C@@H](C=C2[C@H](C[C@H]3[C@@H]4CC[C@@H]([C@@]4(C)CC[C@@H]3[C@@]12CO)O)C)O (1α,6α-dimethyl-4-androstene-3β,17β,19-triol). Reactants: COc1ccc(CNC(=O)c2cc(C#N)ccc2NC2CCNC2)cc1OC, CC(=O)O, N#CO[K], O. The product is COc1ccc(CNC(=O)c2cc(C#N)ccc2NC2CCN(C(N)=O)C2)cc1OC. RXN SMILES: [C:5](#[N:6])[c:7]1[cH:8][cH:9][c:10]([NH:27][CH:28]2[CH2:29][NH:30][CH2:31][CH2:32]2)[c:11]([C:12](=[O:13])[NH:14][CH2:15][c:16]2[cH:17][c:18]([O:24][CH3:25])[c:19]([O:22][CH3:23])[cH:20][cH:21]2)[cH:26]1.[CH3:34][C:35](=[O:36])[OH:37].[K:1][O:2][C:3]#[N:4].[OH2:33]>>[O:2]=[C:3]([NH2:4])[N:30]1[CH2:29][CH:28]([NH:27][c:10]2[cH:9][cH:8][c:7]([C:5]#[N:6])[cH:26][c:11]2[C:12](=[O:13])[NH:14][CH2:15][c:16]2[cH:17][c:18]([O:24][CH3:25])[c:19]([O:22][CH3:23])[cH:20][cH:21]2)[CH2:32][CH2:31]1.